describe an organic reaction: reactants, conditions, products, and yield From a dataset of the Open Reaction Database (ORD), a public repository of structured organic reaction records. The reactants are [PH3]=O (phosphine oxide), CN(C)P(N(C)C)(N(C)C)=NP(N=P(N(C)C)(N(C)C)N(C)C)(N=P(N(C)C)(N(C)C)N(C)C)=O (tris[tris(dimethylamino)phosphoranylidene-amino]phosphine oxide), ClC1=CC(=CC(=C1)Cl)Cl (1,3,5-trichlorobenzene), C(C1CO1)OC1=CC=CC=C1 (PGE), C(C1CO1)OC1=CC=CC=C1 (PGE), O=P12OP3(=O)OP(=O)(O1)OP(=O)(O2)O3 (phosphorous pentoxide), C1(=CC=CC=C1)O (phenol), ( 1 ), C(C1CO1)OC1=CC=CC=C1 (phenyl glycidyl ether). The solvent is P(N(C)C)(N(C)C)N(C)C ((Me2N)3P). Conditions: temperature 90 celsius, time 10 minute. Yields the product O(C1=CC=CC=C1)CC(COC1=CC=CC=C1)O (1,3-diphenoxy-2-propanol). Yield: 96.0%. RXN SMILES: CN(P(=NP(=O)(N=P(N(C)C)(N(C)C)N(C)C)N=P(N(C)C)(N(C)C)N(C)C)(N(C)C)N(C)C)C.[PH3]=O.O=P12OP3(OP(OP(O3)(O1)=O)(=O)O2)=O.[C:52]1([OH:58])[CH:57]=[CH:56][CH:55]=[CH:54][CH:53]=1.[CH2:59]([O:63][C:64]1[CH:69]=[CH:68][CH:67]=[CH:66][CH:65]=1)[CH:60]1[O:62][CH2:61]1.ClC1C=C(Cl)C=C(Cl)C=1>P(N(C)C)(N(C)C)N(C)C>[O:58]([CH2:61][CH:60]([OH:62])[CH2:59][O:63][C:64]1[CH:69]=[CH:68][CH:67]=[CH:66][CH:65]=1)[C:52]1[CH:57]=[CH:56][CH:55]=[CH:54][CH:53]=1. Procedure: In a 100 mL pear-shaped flask were precisely weighed 0.579 g of tris[tris(dimethylamino)phosphoranylidene-amino]phosphine oxide ([(Me2N)3P=N]3P=O where Me is methyl, same in the following description) as a phosphine oxide represented by formula (1) which was substantially anhydrous by adequate drying over phosphorous pentoxide in a desiccator in vacuo (1.00 mmol) and 9.88 g of phenol (105 mmol). To the mixture warmed to 90° C. was added dropwise 15.0 g of phenyl glycidyl ether (referred to as "P... Reaction SMILES: [I:1][C:2]1[CH:3]=[CH:4][C:5]2[N:6]([CH:8]=[C:9]([C:11]3[CH:18]=[CH:17][C:14]([C:15]#[N:16])=[CH:13][CH:12]=3)[N:10]=2)[CH:7]=1.C(N)(=[S:21])C.Cl>CN(C)C=O>[I:1][C:2]1[CH:3]=[CH:4][C:5]2[N:6]([CH:8]=[C:9]([C:11]3[CH:18]=[CH:17][C:14]([C:15](=[S:21])[NH2:16])=[CH:13][CH:12]=3)[N:10]=2)[CH:7]=1. Procedure details: 4-(6-Iodoimidazo[1,2-a]pyridin-2-yl)benzonitrile (345 mg) and thioacetamide (150 mg) were added to a saturated solution (5 mL) of hydrogen chloride in dimethylformamide. The mixture was heated at 80° C. for 4 hours, and the solvent was evaporated. Saturated sodium hydrogencarbonate was added to the residue, followed by recovering the solid through filtration and drying, to thereby yield the title compound (269 mg). The solvent is CN(C=O)C (dimethylformamide). Isolated yield 71.0%. Product: IC=1C=CC=2N(C1)C=C(N2)C2=CC=C(C=C2)C(N)=S (4-(6-Iodoimidazo[1,2-a]pyridin-2-yl)-1-benzenecarbothioamide). Conditions: temperature 80 celsius. Reactants: IC=1C=CC=2N(C1)C=C(N2)C2=CC=C(C#N)C=C2 (4-(6-Iodoimidazo[1,2-a]pyridin-2-yl)benzonitrile), C(C)(=S)N (thioacetamide), Cl (hydrogen chloride). Reactants: CC(=O)O[BH-](OC(C)=O)OC(C)=O, CC(=O)O, ClCCl, CC(F)(F)c1ccc(OC(F)(F)F)c(C=O)c1, CC(C)(C)OC(=O)N1CCCC(N)C1c1ccccc1, [Na+], [Na+], [OH-]. The product is CC(C)(C)OC(=O)N1CCCC(NCc2cc(C(C)(F)F)ccc2OC(F)(F)F)C1c1ccccc1. RXN SMILES: [C:38]([O:39][BH-:40]([O:41][C:42](=[O:43])[CH3:44])[O:45][C:46](=[O:47])[CH3:48])(=[O:49])[CH3:50].[CH3:52][C:53](=[O:54])[OH:55].[Cl:58][CH2:59][Cl:60].[F:21][C:22]([CH3:23])([F:24])[c:25]1[cH:26][cH:27][c:28]([O:33][C:34]([F:35])([F:36])[F:37])[c:29]([CH:30]=[O:31])[cH:32]1.[NH2:1][CH:2]1[CH:3]([c:15]2[cH:16][cH:17][cH:18][cH:19][cH:20]2)[N:4]([C:8](=[O:9])[O:10][C:11]([CH3:12])([CH3:13])[CH3:14])[CH2:5][CH2:6][CH2:7]1.[Na+:51].[Na+:57].[OH-:56]>>[NH:1]([CH:2]1[CH:3]([c:15]2[cH:16][cH:17][cH:18][cH:19][cH:20]2)[N:4]([C:8](=[O:9])[O:10][C:11]([CH3:12])([CH3:13])[CH3:14])[CH2:5][CH2:6][CH2:7]1)[CH2:30][c:29]1[c:28]([O:33][C:34]([F:35])([F:36])[F:37])[cH:27][cH:26][c:25]([C:22]([F:21])([CH3:23])[F:24])[cH:32]1. The reactants are ClC=1C=C(C(=O)OO)C=CC1 (3-chloroperoxybenzoic acid), C(C)(C)(C)OC(=O)N1CC=CC1 (2,5-dihydropyrrole-1-carboxylic acid tert-butyl ester), ClC=1C=C(C(=O)OO)C=CC1 (3-chloroperoxybenzoic acid), 3-tert-butyl-4-hydroxy-5-methylsulfide, ClCCl (dichloromethane). The solvent is ClCCCl (1,2-dichloroethane). Product: C(C)(C)(C)OC(=O)N1CC2OC2C1 (6-oxa-3-azabicyclo[3.1.0]hexane-3-carboxylic acid tert-butyl ester). Yield: 70.9%. As a reaction SMILES: [C:1]([O:5][C:6]([N:8]1[CH2:12][CH:11]=[CH:10][CH2:9]1)=[O:7])([CH3:4])([CH3:3])[CH3:2].ClC1C=C(C=CC=1)C(OO)=[O:18].ClCCl>ClCCCl>[C:1]([O:5][C:6]([N:8]1[CH2:12][CH:11]2[CH:10]([O:18]2)[CH2:9]1)=[O:7])([CH3:4])([CH3:2])[CH3:3]. Procedure: Stir a mixture of 2,5-dihydropyrrole-1-carboxylic acid tert-butyl ester (2 g, 11.8 mmol), 3-chloroperoxybenzoic acid (77%, 3.1 g, 14.2 mmol) and 3-tert-butyl-4-hydroxy-5-methylsulfide (254 mg, 0.7 mmol) in 1,2-dichloroethane (50 mL) at 85° C. for 4 h under nitrogen. Add extra 3-chloroperoxybenzoic acid (77%, 1.16 g, 4.7 mmol) and stir at 85° C. for 5 h. Allow to cool to room temperature and add dichloromethane (120 mL), wash with 5% aqueous sodium bisulfate, then with saturated aqueous sodium hy... Reaction SMILES: [C:22](=[O:23])([O-:24])[O-:25].[CH2:12]([CH2:13][CH2:14][CH2:15][CH2:16][CH2:17][CH3:18])[N:19]=[C:20]=[O:21].[CH3:30][N:31]([CH3:32])[CH:33]=[O:34].[I-:29].[K+:26].[K+:27].[Na+:28].[OH2:35].[OH:1][c:2]1[cH:3][cH:4][c:5]2[n:6][cH:7][cH:8][cH:9][c:10]2[cH:11]1>>[O:1]([c:2]1[cH:3][cH:4][c:5]2[n:6][cH:7][cH:8][cH:9][c:10]2[cH:11]1)[C:20]([NH:19][CH2:12][CH2:13][CH2:14][CH2:15][CH2:16][CH2:17][CH3:18])=[O:21]. Yields the product CCCCCCCNC(=O)Oc1ccc2ncccc2c1. Reactants: O=C([O-])[O-], CCCCCCCN=C=O, CN(C)C=O, [I-], [K+], [K+], [Na+], O, Oc1ccc2ncccc2c1. Reactants: CC(=O)c1ccc2c(n1)CCC(C(=O)O)C2, C1CCOC1, C[Mg]Cl. Yields the product CC(C)(O)c1ccc2c(n1)CCC(C(=O)O)C2. RXN SMILES: [C:1]([CH3:2])(=[O:3])[c:4]1[n:5][c:6]2[c:11]([cH:12][cH:13]1)[CH2:10][CH:9]([C:14](=[O:15])[OH:16])[CH2:8][CH2:7]2.[CH2:20]1[O:21][CH2:22][CH2:23][CH2:24]1.[CH3:17][Mg:18][Cl:19]>>[C:1]([CH3:2])([OH:3])([c:4]1[n:5][c:6]2[c:11]([cH:12][cH:13]1)[CH2:10][CH:9]([C:14](=[O:15])[OH:16])[CH2:8][CH2:7]2)[CH3:17]. Starting materials: C(C1=CC=CC=C1)N1C[C@@H]([C@H](C1)C1=CC(=C(C=C1)Cl)F)[C@@H](C)O ((R)-1-[(3R,4S)-1-benzyl-4-(4-chloro-3-fluoro-phenyl)-pyrrolidin-3-yl]-ethanol), C1=CC=C(C=C1)P(C2=CC=CC=C2)C3=CC=CC=C3 (PPh3), C1=CC=C(C=C1)COC(=O)/N=N/C(=O)OCC2=CC=CC=C2 (DBAD), ClC=1C=CC(=NC1)O (5-chloro-pyridin-2-ol). Solvent: C1CCOC1 (THF). Yields the product C(C1=CC=CC=C1)N1C[C@@H]([C@H](C1)C1=CC(=C(C=C1)Cl)F)[C@H](C)OC1=NC=C(C=C1)Cl (2-{(S)-1-[(3R,4S)-1-Benzyl-4-(4-chloro-3-fluoro-phenyl)-pyrrolidin-3-yl]-ethoxy}-5-chloro-pyridine). Yield: 74.8%. As a reaction SMILES: C1C=CC(P(C2C=CC=CC=2)C2C=CC=CC=2)=CC=1.[Cl:20][C:21]1[CH:22]=[CH:23][C:24]([OH:27])=[N:25][CH:26]=1.C1C=CC(COC(/N=N/C(OCC2C=CC=CC=2)=O)=O)=CC=1.[CH2:50]([N:57]1[CH2:61][C@H:60]([C:62]2[CH:67]=[CH:66][C:65]([Cl:68])=[C:64]([F:69])[CH:63]=2)[C@@H:59]([C@H:70](O)[CH3:71])[CH2:58]1)[C:51]1[CH:56]=[CH:55][CH:54]=[CH:53][CH:52]=1>C1COCC1>[CH2:50]([N:57]1[CH2:61][C@H:60]([C:62]2[CH:67]=[CH:66][C:65]([Cl:68])=[C:64]([F:69])[CH:63]=2)[C@@H:59]([C@@H:70]([O:27][C:24]2[CH:23]=[CH:22][C:21]([Cl:20])=[CH:26][N:25]=2)[CH3:71])[CH2:58]1)[C:51]1[CH:52]=[CH:53][CH:54]=[CH:55][CH:56]=1. Procedure: To a suspension of PPh3 (PPh3 polymer bound, 3 mmol PPh3/g resin) (216 mg, 0.65 mmol) in THF (10 mL) at 0° C. were added 5-chloro-pyridin-2-ol (58 mg, 0.45 mmol) and then DBAD (110 mg, 0.48 mmol). After 5 minutes was added (R)-1-[(3R,4S)-1-benzyl-4-(4-chloro-3-fluoro-phenyl)-pyrrolidin-3-yl]-ethanol (100 mg, 0.30 mmol). The reaction mixture was stirred over night at RT, filtered on celite and concentrated under vacuo. Extraction with EtOAc/aq.NaOH 1M, followed by column chromatography (SiO2, EtO... The reactants are CC(=O)OO, CC(=O)[O-], CC(=O)O, CCOC(=O)c1ncc(O)c2c1CCN(Cc1ccc(F)c(Cl)c1)C2=O, [Na+], [Na+], O=S(=O)([O-])O. Yields the product CCOC(=O)c1nc(O)c(O)c2c1CCN(Cc1ccc(F)c(Cl)c1)C2=O. RXN SMILES: [C:32]([O:33][OH:34])(=[O:35])[CH3:36].[CH3:28][C:29]([O-:30])=[O:31].[CH3:43][C:44](=[O:45])[OH:46].[Cl:1][c:2]1[cH:3][c:4]([CH2:5][N:6]2[C:7](=[O:22])[c:8]3[c:9]([OH:21])[cH:10][n:11][c:12]([C:16](=[O:17])[O:18][CH2:19][CH3:20])[c:13]3[CH2:14][CH2:15]2)[cH:23][cH:24][c:25]1[F:26].[Na+:27].[Na+:42].[S:37](=[O:38])(=[O:39])([OH:40])[O-:41]>>[Cl:1][c:2]1[cH:3][c:4]([CH2:5][N:6]2[C:7](=[O:22])[c:8]3[c:9]([OH:21])[c:10]([OH:30])[n:11][c:12]([C:16](=[O:17])[O:18][CH2:19][CH3:20])[c:13]3[CH2:14][CH2:15]2)[cH:23][cH:24][c:25]1[F:26].